From a dataset of the Open Reaction Database (ORD), a public repository of structured organic reaction records. describe an organic reaction: reactants, conditions, products, and yield The reactants are CO, CS(=O)c1ccc(C(O)(CC2CCC2)c2cc3cccnc3[nH]2)cc1, [K+], O=[Mn](=O)(=O)[O-], O. The product is CS(=O)(=O)c1ccc(C(O)(CC2CCC2)c2cc3cccnc3[nH]2)cc1. Reaction SMILES: [CH3:32][OH:33].[CH:1]1([CH2:5][C:6]([OH:7])([c:8]2[cH:9][c:10]3[c:11]([n:12][cH:13][cH:14][cH:15]3)[nH:16]2)[c:17]2[cH:18][cH:19][c:20]([S:23](=[O:24])[CH3:25])[cH:21][cH:22]2)[CH2:2][CH2:3][CH2:4]1.[K+:31].[Mn:26](=[O:27])([O-:28])(=[O:29])=[O:30].[OH2:34]>>[CH:1]1([CH2:5][C:6]([OH:7])([c:8]2[cH:9][c:10]3[c:11]([n:12][cH:13][cH:14][cH:15]3)[nH:16]2)[c:17]2[cH:18][cH:19][c:20]([S:23](=[O:24])([CH3:25])=[O:27])[cH:21][cH:22]2)[CH2:2][CH2:3][CH2:4]1. Starting materials: S1C=CC2=C1C(=CC(=C2)O)O (1-benzothiophene-5,7-diol), C([O-])([O-])=O.[K+].[K+] (potassium carbonate), IC (iodomethane), solution, N (ammonia). Solvent: CC(=O)C (acetone), CO (methanol). Yields the product COC=1C=C(C2=C(C=CS2)C1)OC (5,7-Dimethoxy-1-benzothiophene). As a reaction SMILES: [S:1]1[C:5]2[C:6](O)=[CH:7][C:8]([OH:10])=[CH:9][C:4]=2[CH:3]=[CH:2]1.[C:12](=[O:15])([O-])[O-].[K+].[K+].I[CH3:19].N>CC(C)=O.CO>[CH3:19][O:10][C:8]1[CH:7]=[C:6]([O:15][CH3:12])[C:5]2[S:1][CH:2]=[CH:3][C:4]=2[CH:9]=1 |f:1.2.3|. Procedure details: To a solution of 1-benzothiophene-5,7-diol (1.16 g, 6.98 mmol) in acetone (20 ml) under argon were added potassium carbonate (2.89 g, 20.9 mmol) and iodomethane (912 μl, 14.6 mmol). The resulting mixture was stirred under reflux for 18 h. After cooling to rt, the mixture was treated with a 7 M solution of ammonia in methanol (10 ml) for 30 min and then adsorbed on silica gel. Purification by column chromatography over silica gel (cyclohexane/ethyl acetate 40:1) afforded 0.52 g (32% of th.) of th...